This data is from the Open Reaction Database (ORD), a public repository of structured organic reaction records. The task is: describe an organic reaction: reactants, conditions, products, and yield Starting materials: CN(CCN1C(C2=C(CCC1)NC(=C2C)C=O)=O)C (5-(2-dimethylamino-ethyl)-3-methyl-4-oxo-1,4,5,6,7,8-hexahydro-pyrrolo[3,2-c]azepine-2-carbaldehyde), FC1=C(C(=CC=C1)F)C1=C2CC(NC2=CC=C1)=O (4-(2,6-difluoro-phenyl)-1,3-dihydro-indol-2-one). Yields the product FC1=C(C(=CC=C1)F)C1=C2/C(/C(NC2=CC=C1)=O)=C/C1=C(C=2C(N(CCCC2N1)CCN(C)C)=O)C ((Z)-2-[4-(2,6-difluoro-phenyl)-2-oxo-1,2-dihydro-indol-3-ylidenemethyl]-5-(2-dimethylamino-ethyl)-3-methyl-5,6,7,8-tetrahydro-1H-pyrrolo[3,2-c]azepin-4-one). The yield is 36.4%. As a reaction SMILES: [CH3:1][N:2]([CH3:19])[CH2:3][CH2:4][N:5]1[CH2:11][CH2:10][CH2:9][C:8]2[NH:12][C:13]([CH:16]=O)=[C:14]([CH3:15])[C:7]=2[C:6]1=[O:18].[F:20][C:21]1[CH:26]=[CH:25][CH:24]=[C:23]([F:27])[C:22]=1[C:28]1[CH:36]=[CH:35][CH:34]=[C:33]2[C:29]=1[CH2:30][C:31](=[O:37])[NH:32]2>>[F:20][C:21]1[CH:26]=[CH:25][CH:24]=[C:23]([F:27])[C:22]=1[C:28]1[CH:36]=[CH:35][CH:34]=[C:33]2[C:29]=1/[C:30](=[CH:16]/[C:13]1[NH:12][C:8]3[CH2:9][CH2:10][CH2:11][N:5]([CH2:4][CH2:3][N:2]([CH3:19])[CH3:1])[C:6](=[O:18])[C:7]=3[C:14]=1[CH3:15])/[C:31](=[O:37])[NH:32]2. Reported procedure: The title compound was prepared under the same conditions as described in step 4 of Example 23 with 5-(2-dimethylamino-ethyl)-3-methyl-4-oxo-1,4,5,6,7,8-hexahydro-pyrrolo[3,2-c]azepine-2-carbaldehyde 23c obtained from step 3 of Example 23 and 4-(2,6-difluoro-phenyl)-1,3-dihydro-indol-2-one as starting materials to obtain (Z)-2-[4-(2,6-difluoro-phenyl)-2-oxo-1,2-dihydro-indol-3-ylidenemethyl]-5-(2-dimethylamino-ethyl)-3-methyl-5,6,7,8-tetrahydro-1H-pyrrolo[3,2-c]azepin-4-one 40 (36 mg, yield 36.4... The reactants are ClC1=C(C=C(C(=C1OC)OC)OCC1=C(C(=CC=C1OC)F)F)N1C2=NC(=NC(=C2NC1=O)OC)C (9-[2-chloro-5-(2,3-difluoro-6-methoxybenzyloxy)-4-methoxy-methyloxyphenyl]-6-methoxy-2-methyl-7,9-dihydro-8H-purin-8-one), CO (methanol), Cl (hydrochloric acid). The solvent is O1CCCC1 (tetrahydrofuran), O (water). Reaction conditions: time 2 hour. The product is ClC1=C(C=C(C(=C1)O)OCC1=C(C(=CC=C1OC)F)F)N1C2=NC(=NC(=C2NC1=O)OC)C (9-[2-Chloro-5-(2,3-difluoro-6-methoxybenzyloxy)-4-hydroxyphenyl]-6-methoxy-2-methyl-7,9-dihydro-8H-purin-8-one). Yield: 30.0%. Reaction SMILES: [Cl:1][C:2]1[C:7](OC)=[C:6]([O:10]C)[C:5]([O:12][CH2:13][C:14]2[C:19]([O:20][CH3:21])=[CH:18][CH:17]=[C:16]([F:22])[C:15]=2[F:23])=[CH:4][C:3]=1[N:24]1[C:32](=[O:33])[NH:31][C:30]2[C:25]1=[N:26][C:27]([CH3:36])=[N:28][C:29]=2[O:34][CH3:35].CO.Cl>O1CCCC1.O>[Cl:1][C:2]1[CH:7]=[C:6]([OH:10])[C:5]([O:12][CH2:13][C:14]2[C:19]([O:20][CH3:21])=[CH:18][CH:17]=[C:16]([F:22])[C:15]=2[F:23])=[CH:4][C:3]=1[N:24]1[C:32](=[O:33])[NH:31][C:30]2[C:25]1=[N:26][C:27]([CH3:36])=[N:28][C:29]=2[O:34][CH3:35]. Procedure details: To a solution of 9-[2-chloro-5-(2,3-difluoro-6-methoxybenzyloxy)-4-methoxy-methyloxyphenyl]-6-methoxy-2-methyl-7,9-dihydro-8H-purin-8-one (80 mg) in tetrahydrofuran (2 mL)-methanol (1 mL) was added concentrated hydrochloric acid (0.1 mL), and the mixture was stirred at room temperature for 2 hours, and then stirred at 60° C. for 1 hour. The reaction mixture was diluted with water, and the resulting mixture was extracted with ethyl acetate. The extract was washed with brine, and dried over anhydr... Reactants: O (water), COC1=CC=C(C(=O)NCC(=O)O)C=C1 (N-(4-methoxybenzoyl)glycine), N12CCNC(CC1)CC2 (1,4-diazabicyclo[3.2.2]nonane), C1(CCCCC1)N=C=NC1CCCCC1 (dicyclohexylcarbodiimide). Solvent: O1CCOCC1 (dioxane). Reaction conditions: time 30 minute. Yields the product N12CCN(C(CC1)CC2)C(CNC(C2=CC=C(C=C2)OC)=O)=O (N-[2-(1,4-Diazabicyclo[3.2.2]non-4-yl)-2-oxoethyl]-4-methoxybenzamide). Reaction SMILES: [CH3:1][O:2][C:3]1[CH:15]=[CH:14][C:6]([C:7]([NH:9][CH2:10][C:11]([OH:13])=O)=[O:8])=[CH:5][CH:4]=1.C1(N=C=NC2CCCCC2)CCCCC1.[N:31]12[CH2:39][CH2:38][CH:35]([CH2:36][CH2:37]1)[NH:34][CH2:33][CH2:32]2.O>O1CCOCC1>[N:31]12[CH2:39][CH2:38][CH:35]([CH2:36][CH2:37]1)[N:34]([C:11](=[O:13])[CH2:10][NH:9][C:7](=[O:8])[C:6]1[CH:5]=[CH:4][C:3]([O:2][CH3:1])=[CH:15][CH:14]=1)[CH2:33][CH2:32]2. Procedure details: 0.42 g (2 mmol) of N-(4-methoxybenzoyl)glycine dissolved in 20 ml of dioxane is placed in a 50 ml round-bottomed flask, 0.45 g (2.2 mmol) of dicyclohexylcarbodiimide is added, the mixture is stirred at room temperature for 30 minutes, 0.25 g (2 mmol) of 1,4-diazabicyclo[3.2.2]nonane is added and the mixture is stirred for a further one hour. 20 ml of water are added, the precipitate formed is filtered off, the filtrate is extracted with chloroform, the organic phase is extracted with aqueous 0.1... The reactants are CC1(C)OB(c2cnn(C3CCC(O[Si](C)(C)C(C)(C)C)CC3)c2)OC1(C)C, O=C([O-])[O-], C1COCCO1, CNc1ncc(I)c2cc(Cl)oc12, [K+], [K+], O. Yields the product CNc1ncc(-c2cnn(C3CCC(O[Si](C)(C)C(C)(C)C)CC3)c2)c2cc(Cl)oc12. As a reaction SMILES: [C:14]([CH3:15])([CH3:16])([CH3:17])[Si:18]([O:19][CH:20]1[CH2:21][CH2:22][CH:23]([n:26]2[n:27][cH:28][c:29]([B:31]3[O:32][C:33]([CH3:34])([CH3:35])[C:36]([CH3:37])([CH3:38])[O:39]3)[cH:30]2)[CH2:24][CH2:25]1)([CH3:40])[CH3:41].[C:42](=[O:43])([O-:44])[O-:45].[CH2:48]1[O:49][CH2:50][CH2:51][O:52][CH2:53]1.[Cl:1][c:2]1[cH:3][c:4]2[c:5]([c:6]([NH:11][CH3:12])[n:7][cH:8][c:9]2[I:10])[o:13]1.[K+:46].[K+:47].[OH2:54]>>[Cl:1][c:2]1[cH:3][c:4]2[c:5]([c:6]([NH:11][CH3:12])[n:7][cH:8][c:9]2-[c:29]2[cH:28][n:27][n:26]([CH:23]3[CH2:22][CH2:21][CH:20]([O:19][Si:18]([C:14]([CH3:15])([CH3:16])[CH3:17])([CH3:40])[CH3:41])[CH2:25][CH2:24]3)[cH:30]2)[o:13]1. The reactants are ClCCCN1[C@H](CCC[C@H]1C)C (cis-1-(3-chloropropyl)-2,6-dimethylpiperidine), O1CCCC1 (tetrahydrofuran), [Li] (lithium), O1CCCC1 (tetrahydrofuran). Reaction conditions: time 4 hour. Yields the product C[C@@H]1N([C@@H](CCC1)C)CCCC(O)(C1=NC=CC=C1)C1=CC=CC=C1 ((+,-)-cis-α-[3-(2,6-dimethyl-1-piperidinyl)propyl]-α-phenyl-2-pyridinemethanol). As a reaction SMILES: Cl[CH2:2][CH2:3][CH2:4][N:5]1[C@H:10]([CH3:11])[CH2:9][CH2:8][CH2:7][C@@H:6]1[CH3:12].[Li].[O:14]1[CH2:18][CH2:17][CH2:16][CH2:15]1>>[CH3:12][C@H:6]1[CH2:7][CH2:8][CH2:9][C@@H:10]([CH3:11])[N:5]1[CH2:4][CH2:3][CH2:2][C:18]([C:17]1[CH:4]=[CH:3][CH:2]=[CH:15][CH:16]=1)([C:6]1[CH:7]=[CH:8][CH:9]=[CH:10][N:5]=1)[OH:14] |^1:12|. Procedure: A solution of 18.9 g. of cis-1-(3-chloropropyl)-2,6-dimethylpiperidine in 50 ml. of tetrahydrofuran is added dropwise under a nitrogen atmosphere to a stirred mixture of 1.4 g. of lithium wire and 50 ml. of tetrahydrofuran over a period of 2 hours. After the addition is complete, the mixture is stirred another 4 hours under nitrogen, the excess lithium metal removed manually and a solution of 18.3 g. of 2-benzoylpyridine in 100 ml. of tetrahydrofuran is added dropwise with stirring over a period... The reactants are C(C1=CN=CC=C1)#N (nicotinonitrile), ClC(COC(=O)Cl)(Cl)Cl (2,2,2-trichloroethylchloroformate), CC=1NC(CSC1)=O (5-methyl-2H-1,4-thiazin-3(4H)-one), Example 4 ( i ). The product is CC=1NC(CSC1C1C(=CN(C=C1)C(=O)OCC(Cl)(Cl)Cl)C#N)=O (5-methyl-6-[1-(2,2,2-trichloroethoxy-carbonyl)-3-cyano-1,4-dihydro-4-pyridinyl]-2H-1,4-thiazin-3(4H)-one). Yield: 25.0%. As a reaction SMILES: [C:1](#[N:8])[C:2]1[CH:7]=[CH:6][CH:5]=[N:4][CH:3]=1.[Cl:9][C:10]([Cl:17])([Cl:16])[CH2:11][O:12][C:13](Cl)=[O:14].[CH3:18][C:19]1[NH:20][C:21](=[O:25])[CH2:22][S:23][CH:24]=1>>[CH3:18][C:19]1[NH:20][C:21](=[O:25])[CH2:22][S:23][C:24]=1[CH:7]1[CH:6]=[CH:5][N:4]([C:13]([O:12][CH2:11][C:10]([Cl:17])([Cl:16])[Cl:9])=[O:14])[CH:3]=[C:2]1[C:1]#[N:8]. Procedure details: A mixture of nicotinonitrile (1.62 g), 2,2,2-trichloroethylchloroformate (2.13 ml) and 5-methyl-2H-1,4-thiazin-3(4H)-one (1.0 g) was treated in the same manner as described in Example 4 (i) to give the titled compound (0.8 g, yield 25%) as pale yellow crystals. Chloroform-methanol (=20:1) was used as a developing eluant. Starting materials: CC(C)(C)OC(=O)N1CCC(NC(=O)OCC2c3ccccc3-c3ccccc32)(C(=O)NC2(c3ccccn3)CC2)CC1, C1CCNCC1, CCOC(C)=O, CN(C)C=O. Yields the product CC(C)(C)OC(=O)N1CCC(N)(C(=O)NC2(c3ccccn3)CC2)CC1. Reaction SMILES: [C:1]([CH3:2])([CH3:3])([CH3:4])[O:5][C:6](=[O:7])[N:8]1[CH2:9][CH2:10][C:11]([C:14]([NH:15][C:16]2([c:19]3[n:20][cH:21][cH:22][cH:23][cH:24]3)[CH2:17][CH2:18]2)=[O:25])([NH:26][C:27]([O:28][CH2:29][CH:30]2[c:31]3[cH:32][cH:33][cH:34][cH:35][c:36]3-[c:37]3[c:38]2[cH:39][cH:40][cH:41][cH:42]3)=[O:43])[CH2:12][CH2:13]1.[CH2:44]1[CH2:45][CH2:46][NH:47][CH2:48][CH2:49]1.[CH3:55][CH2:56][O:57][C:58]([CH3:59])=[O:60].[O:50]=[CH:51][N:52]([CH3:53])[CH3:54]>>[C:1]([CH3:2])([CH3:3])([CH3:4])[O:5][C:6](=[O:7])[N:8]1[CH2:9][CH2:10][C:11]([C:14]([NH:15][C:16]2([c:19]3[n:20][cH:21][cH:22][cH:23][cH:24]3)[CH2:17][CH2:18]2)=[O:25])([NH2:26])[CH2:12][CH2:13]1.